The task is: describe an organic reaction: reactants, conditions, products, and yield. This data is from the Open Reaction Database (ORD), a public repository of structured organic reaction records. Starting materials: BrC1=CN=C2N1N=C(C=C2)NCCCCC (3-bromo-N-pentylimidazo[1,2-b]pyridazin-6-amine), CC1(OB(OC1(C)C)C1=CC=C(C=C1)C1N(CCC1)C(=O)OC(C)(C)C)C (tert-butyl 2-(4-(4,4,5,5-tetramethyl-1,3,2-dioxaborolan-2-yl)phenyl)pyrrolidine-1-carboxylate), [O-]P(=O)([O-])[O-].[K+].[K+].[K+] (K3PO4), PdCl2(PPh3)3, COCCOC (DME). Solvent: O (water). The product is C(CCCC)NC=1C=CC=2N(N1)C(=CN2)C2=CC=C(C=C2)C2N(CCC2)C(=O)OC(C)(C)C (Tert-butyl 2-(4-(6-(pentylamino)imidazo[1,2-b]pyridazin-3-yl)phenyl)pyrrolidine-1-carboxylate). Isolated yield 66.7%. As a reaction SMILES: Br[C:2]1[N:6]2[N:7]=[C:8]([NH:11][CH2:12][CH2:13][CH2:14][CH2:15][CH3:16])[CH:9]=[CH:10][C:5]2=[N:4][CH:3]=1.CC1(C)C(C)(C)OB([C:25]2[CH:30]=[CH:29][C:28]([CH:31]3[CH2:35][CH2:34][CH2:33][N:32]3[C:36]([O:38][C:39]([CH3:42])([CH3:41])[CH3:40])=[O:37])=[CH:27][CH:26]=2)O1.[O-]P([O-])([O-])=O.[K+].[K+].[K+].COCCOC>O>[CH2:12]([NH:11][C:8]1[CH:9]=[CH:10][C:5]2[N:6]([C:2]([C:25]3[CH:26]=[CH:27][C:28]([CH:31]4[CH2:35][CH2:34][CH2:33][N:32]4[C:36]([O:38][C:39]([CH3:42])([CH3:41])[CH3:40])=[O:37])=[CH:29][CH:30]=3)=[CH:3][N:4]=2)[N:7]=1)[CH2:13][CH2:14][CH2:15][CH3:16] |f:2.3.4.5|. Procedure: To 150 mg (0.530 mmol) of the 3-bromo-N-pentylimidazo[1,2-b]pyridazin-6-amine was added the tert-butyl 2-(4-(4,4,5,5-tetramethyl-1,3,2-dioxaborolan-2-yl)phenyl)pyrrolidine-1-carboxylate (237 mg, 0.636 mmol), K3PO4 (225 mg, 1.060 mmol), PdCl2(PPh3)3 (37 mg, 0.053 mmol), 3 mL of DME and 1 mL of water. This mixture was microwaved for 0.5 hr at 140° C. After cooling it was diluted with 25 mL of EtOAC, and washed with about 20 mL of brine. The organic layer was dried over MgSO4, and concentrated. The... Starting materials: ClC1=C2C=CC=3N(C2=CC=C1)C=C(N3)C(=O)OCC (ethyl 6-chloroimidazo-[1,2-a]-quinoline-2-carboxylate), [OH-].[Na+] (sodium hydroxide). Run in C(C)O (ethanol), O (water). Yields the product O.ClC1=C2C=CC=3N(C2=CC=C1)C=C(N3)C(=O)O (6-chloroimidazo-[1,2-a]-quinoline-2-carboxylic acid monohydrate). As a reaction SMILES: [Cl:1][C:2]1[CH:11]=[CH:10][CH:9]=[C:8]2[C:3]=1[CH:4]=[CH:5][C:6]1[N:7]2[CH:12]=[C:13]([C:15]([O:17]CC)=[O:16])[N:14]=1.[OH-].[Na+]>C(O)C.O>[OH2:16].[Cl:1][C:2]1[CH:11]=[CH:10][CH:9]=[C:8]2[C:3]=1[CH:4]=[CH:5][C:6]1[N:7]2[CH:12]=[C:13]([C:15]([OH:17])=[O:16])[N:14]=1 |f:1.2,5.6|. Procedure: 100 mg of ethyl 6-chloroimidazo-[1,2-a]-quinoline-2-carboxylate were suspended in a mixture of 4.5 ml of ethanol and 2 ml of water and then 0.5 ml of N sodium hydroxide solution was added. The mixture was heated on a steam bath for 4 hours and the resulting solution was filtered then acidified with 0.5 ml of N hydrochloric acid and cooled to give colorless crystals of 6-chloroimidazo-[1,2-a]-quinoline-2-carboxylic acid monohydrate melting at 288°-289° C. The reactants are CO, CN(C)C(=O)c1ccccc1[N+](=O)[O-]. The product is CN(C)C(=O)c1ccccc1N. RXN SMILES: [CH3:15][OH:16].[CH3:1][N:2]([C:3]([c:4]1[c:5]([N+:10]([O-:11])=[O:12])[cH:6][cH:7][cH:8][cH:9]1)=[O:13])[CH3:14]>>[CH3:1][N:2]([C:3]([c:4]1[c:5]([NH2:10])[cH:6][cH:7][cH:8][cH:9]1)=[O:13])[CH3:14]. Reactants: C(C1=CC=CC=C1)OC1=C(C=C2C(=CC=NC2=C1)OC1=CC(=C(C=C1)NC(=O)NC)Cl)C#N (N-[4-(7-benzyloxy-6-cyanoquinolin-4-yloxy)-2-chlorophenyl]-N′-methylurea), C1(=CC=CC=C1)SC (thioanisole). Run in FC(C(=O)O)(F)F (trifluoroacetic acid). Reaction conditions: temperature 50 celsius, time 8 hour. Yields the product ClC1=C(C=CC(=C1)OC1=CC=NC2=CC(=C(C=C12)C#N)O)NC(=O)NC (N-[2-Chloro-4-(6-cyano-7-hydroxyquinolin-4-yloxy)-phenyl]-N′-methylurea). The yield is 109.1%. As a reaction SMILES: C([O:8][C:9]1[CH:18]=[C:17]2[C:12]([C:13]([O:19][C:20]3[CH:25]=[CH:24][C:23]([NH:26][C:27]([NH:29][CH3:30])=[O:28])=[C:22]([Cl:31])[CH:21]=3)=[CH:14][CH:15]=[N:16]2)=[CH:11][C:10]=1[C:32]#[N:33])C1C=CC=CC=1.C1(SC)C=CC=CC=1>FC(F)(F)C(O)=O>[Cl:31][C:22]1[CH:21]=[C:20]([O:19][C:13]2[C:12]3[C:17](=[CH:18][C:9]([OH:8])=[C:10]([C:32]#[N:33])[CH:11]=3)[N:16]=[CH:15][CH:14]=2)[CH:25]=[CH:24][C:23]=1[NH:26][C:27]([NH:29][CH3:30])=[O:28]. Procedure: After adding N-[4-(7-benzyloxy-6-cyanoquinolin-4-yloxy)-2-chlorophenyl]-N′-methylurea (968 mg) and thioanisole (3.7 ml) to trifluoroacetic acid (10 ml), the mixture was stirred overnight at 50° C. It was then concentrated under reduced pressure, ethyl acetate and aqueous sodium bicarbonate were added and the precipitated crystals were filtered out and washed with ethyl acetate to obtain the title compound (849 mg). Starting materials: [Si](C)(C)(C(C)(C)C)OC1=CC=C(C=O)C=C1 (4-(tert-butydimethylsilyloxy)-benzaldehyde), [BH4-].[Na+] (sodium borohydride), O (Water). Solvent: CO (methanol). Reaction conditions: temperature 0 celsius, time 45 minute. The product is [Si](C)(C)(C(C)(C)C)OC1=CC=C(CO)C=C1 (4-(tert-Butydimethylsilyloxy)-benzyl alcohol). RXN SMILES: [Si:1]([O:8][C:9]1[CH:16]=[CH:15][C:12]([CH:13]=[O:14])=[CH:11][CH:10]=1)([C:4]([CH3:7])([CH3:6])[CH3:5])([CH3:3])[CH3:2].[BH4-].[Na+].O>CO>[Si:1]([O:8][C:9]1[CH:16]=[CH:15][C:12]([CH2:13][OH:14])=[CH:11][CH:10]=1)([C:4]([CH3:7])([CH3:6])[CH3:5])([CH3:3])[CH3:2] |f:1.2|. Procedure: to a stirred solution of 4-(tert-butydimethylsilyloxy)-benzaldehyde (48.0 g, 203 mmol) in methanol (200 mL) at 0° C. was added sodium borohydride (11.6 g, 305 mmol) and the reaction was stirred at 0° C. for 45 min. Water (200 mL) was added and the methanol was removed under reduced pressure. The mixture was extracted with ether (2×200 mL) and ethyl acetate (2×200 mL). The combined organics were dried (MgSO4), filtered and concentrated under vacuum to give the crude product, which was used withou...